Dataset: the Open Reaction Database (ORD), a public repository of structured organic reaction records. Task: describe an organic reaction: reactants, conditions, products, and yield The reactants are ClC=1N=CC(=C2C=CC(=NC12)C)I (8-chloro-5-iodo-2-methyl-[1,7]naphthyridine), CN1N=C(C=C1B(O)O)C (1,3-dimethyl-1H-pyrazole-5-boronic acid), NC=1N=C(SC1)C (4-amino-2-methylthiazole). The product is CN1N=C(C=C1C1=C2C=CC(=NC2=C(N=C1)NC=1N=C(SC1)C)C)C ([5-(2,5-Dimethyl-2H-pyrazol-3-yl)-2-methyl-[1,7]naphthyridin-8-yl]-(2-methyl-thiazol-4-yl)-amine). As a reaction SMILES: Cl[C:2]1[N:3]=[CH:4][C:5](I)=[C:6]2[C:11]=1[N:10]=[C:9]([CH3:12])[CH:8]=[CH:7]2.[CH3:14][N:15]1[C:19](B(O)O)=[CH:18][C:17]([CH3:23])=[N:16]1.[NH2:24][C:25]1[N:26]=[C:27]([CH3:30])[S:28][CH:29]=1>>[CH3:14][N:15]1[C:19]([C:5]2[CH:4]=[N:3][C:2]([NH:24][C:25]3[N:26]=[C:27]([CH3:30])[S:28][CH:29]=3)=[C:11]3[C:6]=2[CH:7]=[CH:8][C:9]([CH3:12])=[N:10]3)=[CH:18][C:17]([CH3:23])=[N:16]1. Procedure: The title compound, MS: m/e=351.2 (M+H+), was prepared in accordance with the general method of example 15 step 1 and step 3 from 8-chloro-5-iodo-2-methyl-[1,7]naphthyridine (Example I), 1,3-dimethyl-1H-pyrazole-5-boronic acid (Example J) and 4-amino-2-methylthiazole (Example F).